Dataset: the Open Reaction Database (ORD), a public repository of structured organic reaction records. Task: describe an organic reaction: reactants, conditions, products, and yield The reactants are COC1=CC(=[N+](C=C1)[O-])CCC (4-methoxy-2-n-propylpyridine-N-oxide). The reagents and catalysts are [Zn] (Zinc). Run in S(O)(O)(=O)=O (sulfuric acid). Run at temperature 75 celsius, time 8 hour. Product: COC1=CC(=NC=C1)CCC (4-methoxy-2-n-propylpyridine). Isolated yield 85.9%. As a reaction SMILES: [CH3:1][O:2][C:3]1[CH:8]=[CH:7][N+:6]([O-])=[C:5]([CH2:10][CH2:11][CH3:12])[CH:4]=1>S(=O)(=O)(O)O.[Zn]>[CH3:1][O:2][C:3]1[CH:8]=[CH:7][N:6]=[C:5]([CH2:10][CH2:11][CH3:12])[CH:4]=1. Procedure details: A solution of 4-methoxy-2-n-propylpyridine-N-oxide (59.3 g, 0.355 mol) in 800 ml of 1 M sulfuric acid was stirred and heated to 70-80° C. Zinc dust (140.0 g, 214 mol) was added in portions over four hours. When the addition was complete, heating was continued for a further eight hours. The resulting precipitate was filtered off and washed with water. The filtrate was made strongly alkaline by addition of a 32% sodium hydroxide solution and extracted with dichloromethane (3×250 ml). The extracts ... Starting materials: COC1=CC=C(CN(C2C(CNCC2)(C)C)C)C=C1 (N-(4-Methoxybenzyl)-N,3,3-trimethylpiperidin-4-amine), Cl.BrC1=CC=NC=C1 (4-bromopyridine hydrochloride), CCN(C(C)C)C(C)C (DIPEA). Solvent: C(CCC)O (n-butanol). Product: COC1=CC=C(CN(C2C(CN(CC2)C2=CC=NC=C2)(C)C)C)C=C1 (N-(4-Methoxybenzyl)-N,3,3-trimethyl-1-(pyridin-4-yl)piperidin-4-amine). Yield: 40.0%. As a reaction SMILES: [CH3:1][O:2][C:3]1[CH:19]=[CH:18][C:6]([CH2:7][N:8]([CH3:17])[CH:9]2[CH2:14][CH2:13][NH:12][CH2:11][C:10]2([CH3:16])[CH3:15])=[CH:5][CH:4]=1.Cl.Br[C:22]1[CH:27]=[CH:26][N:25]=[CH:24][CH:23]=1.CCN(C(C)C)C(C)C>C(O)CCC>[CH3:1][O:2][C:3]1[CH:4]=[CH:5][C:6]([CH2:7][N:8]([CH3:17])[CH:9]2[CH2:14][CH2:13][N:12]([C:22]3[CH:27]=[CH:26][N:25]=[CH:24][CH:23]=3)[CH2:11][C:10]2([CH3:16])[CH3:15])=[CH:18][CH:19]=1 |f:1.2|. Procedure: N-(4-Methoxybenzyl)-N,3,3-trimethylpiperidin-4-amine (5.17 mmol, 1 eq) and 4-bromopyridine hydrochloride (1.509 g, 7.76 mmol, 1.5 eq) were dissolved in n-butanol (40 ml) and DIPEA (4.26 ml, 25.87 mmol, 5 eq) and refluxed for 16 h. After monitoring by thin-layer chromatography, the reaction solution was concentrated under reduced pressure. After purification by column chromatography (silica gel, 5% MeOH in dichloromethane), the desired product was obtained in the form of a white solid. Yield: 40%...